From a dataset of the Open Reaction Database (ORD), a public repository of structured organic reaction records. describe an organic reaction: reactants, conditions, products, and yield Starting materials: ClCCC=1C(C2=C(C(=C(C=C2C1)OC)Cl)Cl)=O (2-(2-Chloroethyl)-6,7-dichloro-5-methoxy-1H-inden-1-one), O (water), C(C)(=O)O (acetic acid). Reagents/catalysts: C(C)(=O)[O-].[Ag+] (silver acetate). Reaction conditions: temperature 105 celsius. Product: C(C)(=O)OCCC=1C(C2=C(C(=C(C=C2C1)OC)Cl)Cl)=O (2-(acetoxyethyl)-6,7-dichloro-5-methoxy-1H-inden-1-one). As a reaction SMILES: Cl[CH2:2][CH2:3][C:4]1[C:5](=[O:17])[C:6]2[C:11]([CH:12]=1)=[CH:10][C:9]([O:13][CH3:14])=[C:8]([Cl:15])[C:7]=2[Cl:16].O.[C:19]([OH:22])(=[O:21])[CH3:20]>C([O-])(=O)C.[Ag+]>[C:19]([O:22][CH2:2][CH2:3][C:4]1[C:5](=[O:17])[C:6]2[C:11]([CH:12]=1)=[CH:10][C:9]([O:13][CH3:14])=[C:8]([Cl:15])[C:7]=2[Cl:16])(=[O:21])[CH3:20] |f:3.4|. Procedure: 2-(2-Chloroethyl)-6,7-dichloro-5-methoxy-1H-inden-1-one (18.4 g, 0.0619 mole) and silver acetate (22.7 g, 0.1362 mole) were suspended in acetic acid (225 ml) and water (2 ml) and the mixture stirred and heated at 105° C. for 9 hours and at ambient temperature for 16 hours. The mixture was filtered and the residue on the funnel washed with ethyl acetate. The combined filtrate were evaporated in vacuo and the residue suspended in water. The mixture was extracted first with 10% tetrahydofuran in et... Reactants: [H][H] (hydrogen), O1COC2=C1C=CC(=C2)C(C(=NO)C2=NC=CC=C2)=O (1-Benzo[1,3]dioxol-5-yl-2-pyridin-2-yl-ethane-1,2-dione 2-oxime), Cl (hydrochloric acid), solution. Reagents/catalysts: [Pd] (Palladium on charcoal). Run in C(C)O (ethanol), O (water). Yields the product Cl.Cl.NC(C(=O)C1=CC2=C(OCO2)C=C1)C1=NC=CC=C1 (2-Amino-1-benzo[1,3]dioxol-5-yl-2-pyridin-2-yl-ethanone dihydrochloride). Isolated yield 59.0%. As a reaction SMILES: [O:1]1[C:5]2[CH:6]=[CH:7][C:8]([C:10](=[O:20])[C:11]([C:14]3[CH:19]=[CH:18][CH:17]=[CH:16][N:15]=3)=[N:12]O)=[CH:9][C:4]=2[O:3][CH2:2]1.[ClH:21].[H][H]>C(O)C.O.[Pd]>[ClH:21].[ClH:21].[NH2:12][CH:11]([C:14]1[CH:19]=[CH:18][CH:17]=[CH:16][N:15]=1)[C:10]([C:8]1[CH:7]=[CH:6][C:5]2[O:1][CH2:2][O:3][C:4]=2[CH:9]=1)=[O:20] |f:6.7.8|. Procedure: 1-Benzo[1,3]dioxol-5-yl-2-pyridin-2-yl-ethane-1,2-dione 2-oxime (2 g, 7.75 mmol) was dissolved in ethanol (100 ml) and hydrochloric acid (2 ml of a 36% solution in water) was added. Palladium on charcoal catalyst (0.5 g) was added and the reaction mixture was stirred under a positive pressure of hydrogen for 1.5 hours. The catalyst was removed by filtration through Kieselguhr and the resulting filtrate evaporated to dryness under reduced pressure. Trituration under anhydrous diethyl ether gave t... The reactants are ClC=1C=CC(=C(C1)C1=CC(N(C=C1OC)C(C(=O)O)C[C@@H]1CC[C@H](CC1)OC)=O)C#N (2-[4-(5-chloro-2-cyanophenyl)-5-methoxy-2-oxopyridin-1(2H)-yl]-3-(trans-4-methoxycyclohexyl)propanoic acid), NC1=CC=C(C(=O)OCC)C=C1 (ethyl 4-aminobenzoate), CC(N=C=NC(C)C)C (DIC). The solvent is CN(C=O)C (dimethylformamide), [Cl-].[Li+] (lithium chloride), C(C)(=O)OCC (ethyl acetate). The product is ClC=1C=CC(=C(C1)C1=CC(N(C=C1OC)C(C(=O)NC1=CC=C(C(=O)OCC)C=C1)C[C@@H]1CC[C@H](CC1)OC)=O)C#N (Ethyl 4-({2-[4-(5-chloro-2-cyanophenyl)-5-methoxy-2-oxopyridin-1(2H)-yl]-3-(trans-4-methoxycyclohexyl)propanoyl}amino)benzoate). Reaction SMILES: [Cl:1][C:2]1[CH:3]=[CH:4][C:5]([C:30]#[N:31])=[C:6]([C:8]2[C:13]([O:14][CH3:15])=[CH:12][N:11]([CH:16]([CH2:20][C@H:21]3[CH2:26][CH2:25][C@H:24]([O:27][CH3:28])[CH2:23][CH2:22]3)[C:17](O)=[O:18])[C:10](=[O:29])[CH:9]=2)[CH:7]=1.[NH2:32][C:33]1[CH:43]=[CH:42][C:36]([C:37]([O:39][CH2:40][CH3:41])=[O:38])=[CH:35][CH:34]=1.CC(C)N=C=NC(C)C>CN(C)C=O.[Cl-].[Li+].C(OCC)(=O)C>[Cl:1][C:2]1[CH:3]=[CH:4][C:5]([C:30]#[N:31])=[C:6]([C:8]2[C:13]([O:14][CH3:15])=[CH:12][N:11]([CH:16]([CH2:20][C@H:21]3[CH2:26][CH2:25][C@H:24]([O:27][CH3:28])[CH2:23][CH2:22]3)[C:17]([NH:32][C:33]3[CH:34]=[CH:35][C:36]([C:37]([O:39][CH2:40][CH3:41])=[O:38])=[CH:42][CH:43]=3)=[O:18])[C:10](=[O:29])[CH:9]=2)[CH:7]=1 |f:4.5|. Procedure: 1.70 g (purity 82%, 3.82 mmol) of 2-[4-(5-chloro-2-cyanophenyl)-5-methoxy-2-oxopyridin-1(2H)-yl]-3-(trans-4-methoxycyclohexyl)propanoic acid (racemate), 631 mg (3.82 mmol) of ethyl 4-aminobenzoate, 543 mg (3.82 mmol) of Oxima and 595 μl (3.82 mmol) of DIC in 38 ml of dimethylformamide were reacted according to General Method 5B. After complete conversion, the reaction solution was diluted with 213 ml of 10% strength lithium chloride solution and 170 ml of ethyl acetate and the phases were separa... Reactants: C(C)(=S)[O-].[K+] (potassium thioacetate), ICCCNC1=CC=C(C=C1)C(C(CC)(CC1=CC=CC=C1)N(C)C)=O (1-[4-(3-Iodopropylamino)phenyl]-2-dimethylamino-2-benzyl-butan-1-one), O (water). Run in CC(=O)N(C)C (dimethylacetamide). Conditions: temperature 50 celsius, time 15 minute. The product is SCCCNC1=CC=C(C=C1)C(C(CC)(CC1=CC=CC=C1)N(C)C)=O (1-[4-(3-Mercaptopropylamino)phenyl]-2-dimethylamino-2-benzyl-butan-1-one). Reaction SMILES: I[CH2:2][CH2:3][CH2:4][NH:5][C:6]1[CH:11]=[CH:10][C:9]([C:12](=[O:26])[C:13]([N:23]([CH3:25])[CH3:24])([CH2:16][C:17]2[CH:22]=[CH:21][CH:20]=[CH:19][CH:18]=2)[CH2:14][CH3:15])=[CH:8][CH:7]=1.C([O-])(=[S:29])C.[K+].O>CC(N(C)C)=O>[SH:29][CH2:2][CH2:3][CH2:4][NH:5][C:6]1[CH:11]=[CH:10][C:9]([C:12](=[O:26])[C:13]([N:23]([CH3:25])[CH3:24])([CH2:16][C:17]2[CH:22]=[CH:21][CH:20]=[CH:19][CH:18]=2)[CH2:14][CH3:15])=[CH:8][CH:7]=1 |f:1.2|. Reported procedure: 6.4 g (0.014 mol) of 1-[4-(3-Iodopropylamino)phenyl]-2-dimethylamino-2-benzyl-butan-1-one are dissolved in 50 ml of dimethylacetamide. To the solution are added 2.28 g of potassium thioacetate and heated up to 50° C. After the reaction mixture is stirred at 50° C. for 15 min, it is poured into 150 ml of water and extracted with ethyl acetate. The organic phase is washed with water and saturated sodium chloride solution, and dried over MgSO4. After distilling off the ethyl acetate, the residue is... RXN SMILES: [C:1](=[O:2])([CH3:3])[O:4][CH2:5][CH:6]([CH3:7])[n:8]1[c:9](=[O:34])[c:10]2[cH:11][cH:12][c:13]([Cl:33])[c:14]([C:18]([NH:19][CH2:20][C:21]3([OH:31])[CH2:22][CH2:23][CH:24]([C:27]([F:28])([F:29])[F:30])[CH2:25][CH2:26]3)=[O:32])[c:15]2[cH:16][cH:17]1.[C:35](=[O:36])([O-:37])[O-:38].[CH3:41][OH:42].[K+:39].[K+:40]>>[OH:4][CH2:5][CH:6]([CH3:7])[n:8]1[c:9](=[O:34])[c:10]2[cH:11][cH:12][c:13]([Cl:33])[c:14]([C:18]([NH:19][CH2:20][C:21]3([OH:31])[CH2:22][CH2:23][CH:24]([C:27]([F:28])([F:29])[F:30])[CH2:25][CH2:26]3)=[O:32])[c:15]2[cH:16][cH:17]1. Starting materials: CC(=O)OCC(C)n1ccc2c(C(=O)NCC3(O)CCC(C(F)(F)F)CC3)c(Cl)ccc2c1=O, O=C([O-])[O-], CO, [K+], [K+]. The product is CC(CO)n1ccc2c(C(=O)NCC3(O)CCC(C(F)(F)F)CC3)c(Cl)ccc2c1=O. Reactants: ClC1=CC=C(C=C1)C(C(C1=CC=NC=C1)=C1SCS1)=O (1-(4-chlorophenyl)-2-(1,3-dithietan-2-ylidene)-2-(4-pyridinyl)ethanone), CC1NC(CNC1)C (2,6-dimethylpiperazine), NN (hydrazine). Run in C1(=CC=CC=C1)C (toluene), O1CCCC1 (tetrahydrofuran). Run at time 1 hour. The product is ClC1=CC=C(C=C1)C1=C(C(=NN1)N1CC(NC(C1)C)C)C1=CC=NC=C1 (1-[5-(4-chlorophenyl)-4-(4-pyridinyl)-1H-pyrazol-3-yl]-3,5-dimethylpiperazine). As a reaction SMILES: [Cl:1][C:2]1[CH:7]=[CH:6][C:5]([C:8](=O)[C:9](=[C:16]2SCS2)[C:10]2[CH:15]=[CH:14][N:13]=[CH:12][CH:11]=2)=[CH:4][CH:3]=1.[CH3:21][CH:22]1[CH2:27][NH:26][CH2:25][CH:24]([CH3:28])[NH:23]1.[NH2:29][NH2:30]>C1(C)C=CC=CC=1.O1CCCC1>[Cl:1][C:2]1[CH:7]=[CH:6][C:5]([C:8]2[NH:30][N:29]=[C:16]([N:26]3[CH2:25][CH:24]([CH3:28])[NH:23][CH:22]([CH3:21])[CH2:27]3)[C:9]=2[C:10]2[CH:15]=[CH:14][N:13]=[CH:12][CH:11]=2)=[CH:4][CH:3]=1. Procedure details: A mixture of 1-(4-chlorophenyl)-2-(1,3-dithietan-2-ylidene)-2-(4-pyridinyl)ethanone (3.2 g, 0.01 mol; prepared as set forth in Step 1 of Example A-341) and 2,6-dimethylpiperazine (3.43 g, 0.03 mol) in 35 mL of toluene was heated at reflux for 12 hours. Toluene and excess 2,6-dimethylpiperazine were then removed under vacuum and the crude thiamide produced was used without purification. A solution of the crude thiamide and anhydrous hydrazine (0.65 g, 0.02 mol) in 40 mL of dry tetrahydrofuran was...